This data is from the Open Reaction Database (ORD), a public repository of structured organic reaction records. The task is: describe an organic reaction: reactants, conditions, products, and yield The reactants are ClCCl, O=C=Nc1ccccc1, Cc1cc(N2CCNCC2)ccc1NC(=O)c1nc[nH]c1C(=O)Nc1nc2ccccc2[nH]1. Yields the product Cc1cc(N2CCN(C(=O)Nc3ccccc3)CC2)ccc1NC(=O)c1nc[nH]c1C(=O)Nc1nc2ccccc2[nH]1. As a reaction SMILES: [Cl:43][CH2:44][Cl:45].[O:34]=[C:35]=[N:36][c:37]1[cH:38][cH:39][cH:40][cH:41][cH:42]1.[nH:1]1[c:2]([NH:10][C:11](=[O:12])[c:13]2[c:14]([C:18](=[O:19])[NH:20][c:21]3[c:22]([CH3:33])[cH:23][c:24]([N:27]4[CH2:28][CH2:29][NH:30][CH2:31][CH2:32]4)[cH:25][cH:26]3)[n:15][cH:16][nH:17]2)[n:3][c:4]2[c:5]1[cH:6][cH:7][cH:8][cH:9]2>>[nH:1]1[c:2]([NH:10][C:11](=[O:12])[c:13]2[c:14]([C:18](=[O:19])[NH:20][c:21]3[c:22]([CH3:33])[cH:23][c:24]([N:27]4[CH2:28][CH2:29][N:30]([C:35](=[O:34])[NH:36][c:37]5[cH:38][cH:39][cH:40][cH:41][cH:42]5)[CH2:31][CH2:32]4)[cH:25][cH:26]3)[n:15][cH:16][nH:17]2)[n:3][c:4]2[c:5]1[cH:6][cH:7][cH:8][cH:9]2. Reactants: N1N=CN=C1 (1,2,4-triazole), ClC=1N=C(C2=C(N1)SC(=C2)Cl)NCC2=CC1=C(C=C2)OCCO1 (2,6-dichloro-4-(3,4-ethylendioxybenzylamino)-thieno-[2,3-d]-pyrimidine). The product is N1(N=CN=C1)C=1N=C(C2=C(N1)SC(=C2)Cl)NCC2=CC1=C(C=C2)OCCO1 (2-(1,2,4-triazol-1-yl)-6-chloro-4-(3,4-ethylendioxybenzylamino)-thieno-[2,3-d]-pyrimidine). As a reaction SMILES: [NH:1]1[CH:5]=[N:4][CH:3]=[N:2]1.Cl[C:7]1[N:8]=[C:9]([NH:17][CH2:18][C:19]2[CH:24]=[CH:23][C:22]3[O:25][CH2:26][CH2:27][O:28][C:21]=3[CH:20]=2)[C:10]2[CH:15]=[C:14]([Cl:16])[S:13][C:11]=2[N:12]=1>>[N:1]1([C:7]2[N:8]=[C:9]([NH:17][CH2:18][C:19]3[CH:24]=[CH:23][C:22]4[O:25][CH2:26][CH2:27][O:28][C:21]=4[CH:20]=3)[C:10]3[CH:15]=[C:14]([Cl:16])[S:13][C:11]=3[N:12]=2)[CH:5]=[N:4][CH:3]=[N:2]1. Reported procedure: Following the procedure of Example 97, the reaction of 1,2,4-triazole with 2,6-dichloro-4-(3,4-ethylendioxybenzylamino)-thieno-[2,3-d]-pyrimidine gives 2-(1,2,4-triazol-1-yl)-6-chloro-4-(3,4-ethylendioxybenzylamino)-thieno-[2,3-d]-pyrimidine. Starting materials: C(C1=CC=CC=C1)N1CC(CC1)(C(=O)O)C(F)(F)F (1-benzyl-3-trifluoromethylpyrrolidine-3-carboxylic acid), [H-].[H-].[H-].[H-].[Li+].[Al+3] (LAH). The solvent is C1CCOC1 (THF). Run at time 3 hour. The product is C(C1=CC=CC=C1)N1CC(CC1)(CO)C(F)(F)F (1-benzyl-3-trifluoromethylpyrrolidine-3-methanol). Isolated yield 99.9%. Reaction SMILES: [CH2:1]([N:8]1[CH2:12][CH2:11][C:10]([C:16]([F:19])([F:18])[F:17])([C:13](O)=[O:14])[CH2:9]1)[C:2]1[CH:7]=[CH:6][CH:5]=[CH:4][CH:3]=1.[H-].[H-].[H-].[H-].[Li+].[Al+3]>C1COCC1>[CH2:1]([N:8]1[CH2:12][CH2:11][C:10]([C:16]([F:18])([F:19])[F:17])([CH2:13][OH:14])[CH2:9]1)[C:2]1[CH:3]=[CH:4][CH:5]=[CH:6][CH:7]=1 |f:1.2.3.4.5.6|. Procedure details: The compound from step 456a (2.32 g) was dissolved in 60 mL of dry THF, 1.12 eq of LAH (1N in dry THF) was added, and the reaction was stirred under N2 for 3 hours. The reaction was quenched by the sequential dropwise addition of 0.35 mL water, 0.35 mL of 15% NaOH and 1.3 mL of water, then the mixture was stirred for 1 hour and filtered. The filtrate was dried and concentrated to give 2.2 g of the title compound.